This data is from the Open Reaction Database (ORD), a public repository of structured organic reaction records. The task is: describe an organic reaction: reactants, conditions, products, and yield Starting materials: ClC=1C=C(CNCCCNC2=NC3=CC=CC(=C3C(=C2)OC)Cl)C=CC1Cl (2-[3-(3,4-Dichlorobenzylamino)prop-1-ylamino]-5-chloro-4-methoxyquinoline), Cl (HCl). Solvent: O1CCOCC1 (dioxane). Product: Cl.Cl.ClC=1C=C(CNCCCNC=2NC3=CC=CC(=C3C(C2)=O)Cl)C=CC1Cl (2-[3-(3,4-Dichlorobenzylamino)prop-1-ylamino]-5-chloro-1H-quinolin-4-one dihydrochloride). Yield: 34.0%. Reaction SMILES: [Cl:1][C:2]1[CH:3]=[C:4]([CH:24]=[CH:25][C:26]=1[Cl:27])[CH2:5][NH:6][CH2:7][CH2:8][CH2:9][NH:10][C:11]1[CH:20]=[C:19]([O:21]C)[C:18]2[C:13](=[CH:14][CH:15]=[CH:16][C:17]=2[Cl:23])[N:12]=1.[ClH:28]>O1CCOCC1>[ClH:1].[ClH:28].[Cl:1][C:2]1[CH:3]=[C:4]([CH:24]=[CH:25][C:26]=1[Cl:27])[CH2:5][NH:6][CH2:7][CH2:8][CH2:9][NH:10][C:11]1[NH:12][C:13]2[C:18]([C:19](=[O:21])[CH:20]=1)=[C:17]([Cl:23])[CH:16]=[CH:15][CH:14]=2 |f:3.4.5|. Procedure: 2-[3-(3,4-Dichlorobenzylamino)prop-1-ylamino]-5-chloro-4-methoxyquinoline (78 mg, 0.18 mmol) in dioxane:concentrated aq. HCl 1:2 (7 ml) was heated at 80° C. for 18 h. Volatiles were evaporated in vacuo and the residue was triturated with CHCl3:tBuOMe 2:1 and filtered to give the title compound as a colourless solid, (30 mg, 34%). δH (CD3OD) 2.10-2.27 (m, 2H, CH2CH2CH2), ca. 3.27 (t, merged with MeOH peak, 2H, CH2CH2CH2), 3.67 (t, J=6.7, 2H, CH2CH2CH2), 4.29 (s, 2H, Ar—CH2—N), 6.39 (s, 1H, HCC═O)... Reactants: NC1C(N(C2=C(C(=N1)C1=CC=CC=C1)C=CC=C2)CC(=O)N(CC)CC)=O (3-amino-N,N-diethyl-2,3-dihydro-2-oxo-5-phenyl-1H-1,4-benzodiazepine-1-acetamide), COC=1C=C(C=CC1)N=C=O (3-methoxyphenylisocyanate). Solvent: O1CCCC1 (tetrahydrofuran). Run at time 8 hour. Product: COC=1C=C(C=CC1)NC(=O)NC1C(N(C2=C(C(=N1)C1=CC=CC=C1)C=CC=C2)CC(=O)N(CC)CC)=O (3-{[((3-Methoxyphenyl)amino)carbonyl)amino]-N,N-diethyl-2,3-dihydro-2-oxo-5-phenyl-1H-1,4-benzodiazepin-1-acetamide). RXN SMILES: [NH2:1][CH:2]1[N:8]=[C:7]([C:9]2[CH:14]=[CH:13][CH:12]=[CH:11][CH:10]=2)[C:6]2[CH:15]=[CH:16][CH:17]=[CH:18][C:5]=2[N:4]([CH2:19][C:20]([N:22]([CH2:25][CH3:26])[CH2:23][CH3:24])=[O:21])[C:3]1=[O:27].[CH3:28][O:29][C:30]1[CH:31]=[C:32]([N:36]=[C:37]=[O:38])[CH:33]=[CH:34][CH:35]=1>O1CCCC1>[CH3:28][O:29][C:30]1[CH:31]=[C:32]([NH:36][C:37]([NH:1][CH:2]2[N:8]=[C:7]([C:9]3[CH:14]=[CH:13][CH:12]=[CH:11][CH:10]=3)[C:6]3[CH:15]=[CH:16][CH:17]=[CH:18][C:5]=3[N:4]([CH2:19][C:20]([N:22]([CH2:25][CH3:26])[CH2:23][CH3:24])=[O:21])[C:3]2=[O:27])=[O:38])[CH:33]=[CH:34][CH:35]=1. Reported procedure: Equimolar amounts of 3-amino-N,N-diethyl-2,3-dihydro-2-oxo-5-phenyl-1H-1,4-benzodiazepine-1-acetamide and 3-methoxyphenylisocyanate were mixed in 8 ml of dry tetrahydrofuran at room temperature. The reaction mixture was allowed to stand for 8 hours and was then filtered. The collected solids were washed with tetrahydrofuran and dried in vacuo over P2O5 to give the analytical product: m.p. 222°-224° C. Reactants: O=C([O-])[O-], CCOC(=O)c1sc(Br)nc1C, Cc1ccccc1, CCO, [K+], [K+], O, c1ccc(P(c2ccccc2)(c2ccccc2)[Pd](P(c2ccccc2)(c2ccccc2)c2ccccc2)(P(c2ccccc2)(c2ccccc2)c2ccccc2)P(c2ccccc2)(c2ccccc2)c2ccccc2)cc1, OB(O)c1ccn[nH]1. The product is CCOC(=O)c1sc(-c2ccn[nH]2)nc1C. As a reaction SMILES: [C:21](=[O:22])([O-:23])[O-:24].[CH2:1]([CH3:2])[O:3][C:4](=[O:5])[c:6]1[c:7]([CH3:12])[n:8][c:9]([Br:11])[s:10]1.[CH3:27][c:28]1[cH:29][cH:30][cH:31][cH:32][cH:33]1.[CH3:35][CH2:36][OH:37].[K+:25].[K+:26].[OH2:34].[cH:38]1[cH:39][cH:40][c:41]([P:42]([Pd:43]([P:44]([c:45]2[cH:46][cH:47][cH:48][cH:49][cH:50]2)([c:51]2[cH:52][cH:53][cH:54][cH:55][cH:56]2)[c:57]2[cH:58][cH:59][cH:60][cH:61][cH:62]2)([P:63]([c:64]2[cH:65][cH:66][cH:67][cH:68][cH:69]2)([c:70]2[cH:71][cH:72][cH:73][cH:74][cH:75]2)[c:76]2[cH:77][cH:78][cH:79][cH:80][cH:81]2)[P:82]([c:83]2[cH:84][cH:85][cH:86][cH:87][cH:88]2)([c:89]2[cH:90][cH:91][cH:92][cH:93][cH:94]2)[c:95]2[cH:96][cH:97][cH:98][cH:99][cH:100]2)([c:101]2[cH:102][cH:103][cH:104][cH:105][cH:106]2)[c:107]2[cH:108][cH:109][cH:110][cH:111][cH:112]2)[cH:113][cH:114]1.[nH:13]1[n:14][cH:15][cH:16][c:17]1[B:18]([OH:19])[OH:20]>>[CH2:1]([CH3:2])[O:3][C:4](=[O:5])[c:6]1[c:7]([CH3:12])[n:8][c:9](-[c:17]2[nH:13][n:14][cH:15][cH:16]2)[s:10]1. Reactants: C1=C(C=CC2=CC=CC=C12)C(C(=O)OCC)=C (Ethyl 2-(2-naphthyl)-acrylate), ClC(C(=O)[O-])(F)F.[Na+] (Sodium chlorodifluoroacetate). Solvent: S1(=O)(=O)CCCC1 (sulfolane). Run at temperature 160 celsius. The product is FC1(C(C1)(C(=O)O)C1=CC2=CC=CC=C2C=C1)F (2,2-Difluoro-1-(2-naphthyl)-cyclopropanecarboxylic acid). Isolated yield 83.5%. As a reaction SMILES: [CH:1]1[C:10]2[C:5](=[CH:6][CH:7]=[CH:8][CH:9]=2)[CH:4]=[CH:3][C:2]=1[C:11](=[CH2:17])[C:12]([O:14]CC)=[O:13].Cl[C:19]([F:24])([F:23])C([O-])=O.[Na+]>S1(CCCC1)(=O)=O>[F:23][C:19]1([F:24])[CH2:17][C:11]1([C:2]1[CH:3]=[CH:4][C:5]2[C:10](=[CH:9][CH:8]=[CH:7][CH:6]=2)[CH:1]=1)[C:12]([OH:14])=[O:13] |f:1.2|. Reported procedure: Ethyl 2-(2-naphthyl)-acrylate (4.28 g) was dissolved in sulfolane 20 ml. Sodium chlorodifluoroacetate (9.1 g) was added in portions to the solution, heated to 160° C., over 35 minutes. The reaction mixture was cooled, quenched into ice water, then extracted with ether. The ether layer was washed several times with water and after separation dried over anhydrous sodium sulphate. After evaporation of the ether, the residual dark oil was chromatographed on silica gel using petroleum ether (b.p. 40°... The reactants are C(c1nc(cs1)[Br])=O, CC1=CN=C(C=C1)N, [C-]#[N+]C1CCCCC1. Reagents/catalysts: O=C(O)C(F)(F)F (trifluoroacetic acid). Run in CC(C)O (isopropyl alcohol), CC(C)O (isopropylalcohol). Run at temperature 22 celsius, time 20 hour. Yields the product Cc1ccc2nc(c(NC3CCCCC3)n2c1)c1nc(cs1)[Br]. Yield: 2.2%. As a reaction SMILES: CC1=CC=C(N)N=C1.[C-]#[N+]C1CCCCC1.BrC1=CSC(C=O)=N1>>CC1=CN2C(C=C1)=NC(C1=NC(Br)=CS1)=C2NC1CCCCC1.